From a dataset of the Open Reaction Database (ORD), a public repository of structured organic reaction records. describe an organic reaction: reactants, conditions, products, and yield Starting materials: BrC1=C(NC(C)=O)C=CC=C1 (ortho-bromoacetanilide), CC(C#C)(C)C (3,3-dimethyl-1-butyne), O (water). Reagents/catalysts: Cl[Pd]([P](C1=CC=CC=C1)(C2=CC=CC=C2)C3=CC=CC=C3)([P](C4=CC=CC=C4)(C5=CC=CC=C5)C6=CC=CC=C6)Cl (bis(triphenylphosphine)palladium(II) chloride), [Cu]I (copper(I) iodide). The solvent is C(C)N(CC)CC (triethylamine). Conditions: temperature 50 celsius, time 5 hour. Yields the product CC(C#CC1=C(C=CC=C1)NC(C)=O)(C)C (N-[2-(3,3-dimethylbut-1-ynyl)-phenyl]acetamide). The yield is 100.3%. As a reaction SMILES: Br[C:2]1[CH:11]=[CH:10][CH:9]=[CH:8][C:3]=1[NH:4][C:5](=[O:7])[CH3:6].[CH3:12][C:13]([CH3:17])([CH3:16])[C:14]#[CH:15].O>C(N(CC)CC)C.Cl[Pd](Cl)([P](C1C=CC=CC=1)(C1C=CC=CC=1)C1C=CC=CC=1)[P](C1C=CC=CC=1)(C1C=CC=CC=1)C1C=CC=CC=1.[Cu]I>[CH3:12][C:13]([CH3:17])([CH3:16])[C:14]#[C:15][C:2]1[CH:11]=[CH:10][CH:9]=[CH:8][C:3]=1[NH:4][C:5](=[O:7])[CH3:6] |^1:28,47|. Procedure details: Under argon, 25.7 g (120 mmol) of ortho-bromoacetanilide, 5.05 g (7.2 mmol) of bis(triphenylphosphine)palladium(II) chloride and 1.37 g (7.2 mmol) of copper(I) iodide were initially charged in 450 ml of triethylamine. At room temperature, 17.8 g (180 mmol) of 3,3-dimethyl-1-butyne were then added dropwise over a period of 10 min, and the mixture is stirred at 50° C. for 5 h. The reaction mixture was poured into 2 l of water and extracted 3 times with in each case 250 ml of diethyl ether, and the... Starting materials: CN1CCCN(C)C1=O, CN1CCCN(C)C1=O, COC(=O)Cc1ccc(Cl)c(Cl)c1, CC(C)[N-]C(C)C, ICC1CCC(OC2CCCCO2)C1, [Li+], C1CCOC1. Product: COC(=O)C(CC1CCC(OC2CCCCO2)C1)c1ccc(Cl)c(Cl)c1. As a reaction SMILES: [CH3:36][N:37]1[CH2:38][CH2:39][CH2:40][N:41]([CH3:42])[C:43]1=[O:44].[CH3:50][N:51]1[CH2:52][CH2:53][CH2:54][N:55]([CH3:56])[C:57]1=[O:58].[CH3:9][O:10][C:11]([CH2:12][c:13]1[cH:14][c:15]([Cl:20])[c:16]([Cl:19])[cH:17][cH:18]1)=[O:21].[CH:1]([N-:2][CH:3]([CH3:4])[CH3:5])([CH3:6])[CH3:7].[I:22][CH2:23][CH:24]1[CH2:25][CH:26]([O:29][CH:30]2[O:31][CH2:32][CH2:33][CH2:34][CH2:35]2)[CH2:27][CH2:28]1.[Li+:8].[O:45]1[CH2:46][CH2:47][CH2:48][CH2:49]1>>[CH3:9][O:10][C:11]([CH:12]([c:13]1[cH:14][c:15]([Cl:20])[c:16]([Cl:19])[cH:17][cH:18]1)[CH2:23][CH:24]1[CH2:25][CH:26]([O:29][CH:30]2[O:31][CH2:32][CH2:33][CH2:34][CH2:35]2)[CH2:27][CH2:28]1)=[O:21].